This data is from the Open Reaction Database (ORD), a public repository of structured organic reaction records. The task is: describe an organic reaction: reactants, conditions, products, and yield Reactants: final solution, [Na] (sodium), C(C)(C)(C)OC(=O)N[C@]1([C@@H](C1)C=C)C(=O)OCC ((1R,2S)-ethyl 1-(tert-butoxycarbonylamino)-2-vinylcyclopropanecarboxylate), B1C2CCCC1CCC2 (9-BBN), OO (hydrogen peroxide). Solvent: C(C)(=O)O (acetic acid), CCCCCC.CCOC(=O)C (Hexane EtOAc), C1CCOC1 (THF). Reaction conditions: time 2 hour. Product: desired product, C(C)(C)(C)OC(=O)N[C@]1([C@@H](C1)CCO)C(=O)OCC ((1R,2S)-ethyl 1-(tert-butoxycarbonylamino)-2-(2-hydroxyethyl)cyclopropanecarboxylate). Yield: 70.3%. As a reaction SMILES: [C:1]([O:5][C:6]([NH:8][C@:9]1([C:14]([O:16][CH2:17][CH3:18])=[O:15])[CH2:11][C@H:10]1[CH:12]=[CH2:13])=[O:7])([CH3:4])([CH3:3])[CH3:2].B1C2CCCC1CCC2.[Na].[OH:29]O>C1COCC1.CCCCCC.CCOC(C)=O.C(O)(=O)C>[C:1]([O:5][C:6]([NH:8][C@:9]1([C:14]([O:16][CH2:17][CH3:18])=[O:15])[CH2:11][C@H:10]1[CH2:12][CH2:13][OH:29])=[O:7])([CH3:4])([CH3:2])[CH3:3] |f:5.6,^1:27|. Procedure details: To a solution of (1R,2S)-ethyl 1-(tert-butoxycarbonylamino)-2-vinylcyclopropanecarboxylate (15.3 g, 59.9 mmol) in THF (100 ml) was added 9-BBN (180 ml, 90 mmol) dropwise at 0° C. The formed solution was stirred at room temperature for 2 hr. The final solution was cooled back to 0° C. while 3 M acetic acid, sodium salt (180 ml, 540 mmol) was added. To this well stirred mixture, hydrogen peroxide (89 ml, 869 mmol) was added dropwise (Caution should be exercised since the addition was exothermic). ... Yields the product C(CCCCCCCCC)C1=C(C=C(C=C1C)C)C (1-Decyl-2,4,6-trimethylbenzene), liquid. RXN SMILES: I[CH2:2][CH2:3][CH2:4][CH2:5][CH2:6][CH2:7][CH2:8][CH2:9][CH2:10][CH3:11].C1COCC1.[CH3:17][C:18]1[CH:23]=[C:22]([CH3:24])[CH:21]=[C:20]([CH3:25])[C:19]=1[Mg]Br>CCCCCC>[CH2:2]([C:19]1[C:20]([CH3:25])=[CH:21][C:22]([CH3:24])=[CH:23][C:18]=1[CH3:17])[CH2:3][CH2:4][CH2:5][CH2:6][CH2:7][CH2:8][CH2:9][CH2:10][CH3:11]. Run in CCCCCC (hexane). The yield is 93.0%. Procedure details: 1-Iododecane (133.9 mg, 0.5 mmol) and a THF solution (0.66 mL, 1.14 M, 0.75 mmol) of 2,4,6-trimethylphenylmagnesium bromide were used as starting materials, and reacted as in Entry 1. Conditions: The THF solution of 2,4,6-trimethylphenylmagnesium bromide was added dropwise at 40° C. over 3 hours. After thin-layer chromatography (hexane), the title compound was obtained as a colorless liquid (0.121 g, yield 93%). Reactants: C1CCOC1 (THF), CC1=C(C(=CC(=C1)C)C)[Mg]Br (2,4,6-trimethylphenylmagnesium bromide), CC1=C(C(=CC(=C1)C)C)[Mg]Br (2,4,6-trimethylphenylmagnesium bromide), ICCCCCCCCCC (1-Iododecane), C1CCOC1 (THF). The reactants are CC(C)(O)C(c1cc(F)cc(Br)c1)C1CN(C(c2ccc(Cl)cc2)c2cccc(C#N)c2)C1, ClCCl, ClCCCl, F, [Na+], [Na+], O=C([O-])O, [OH-], O, c1ccncc1. Yields the product CC(C)(F)C(c1cc(F)cc(Br)c1)C1CN(C(c2ccc(Cl)cc2)c2cccc(C#N)c2)C1. As a reaction SMILES: [Br:1][c:2]1[cH:3][c:4]([CH:9]([C:10]([CH3:11])([CH3:12])[OH:13])[CH:14]2[CH2:15][N:16]([CH:18]([c:19]3[cH:20][c:21]([C:22]#[N:23])[cH:24][cH:25][cH:26]3)[c:27]3[cH:28][cH:29][c:30]([Cl:33])[cH:31][cH:32]3)[CH2:17]2)[cH:5][c:6]([F:8])[cH:7]1.[Cl:48][CH2:49][Cl:50].[Cl:52][CH2:53][CH2:54][Cl:55].[FH:40].[Na+:42].[Na+:47].[O-:43][C:44]([OH:45])=[O:46].[OH-:41].[OH2:51].[n:34]1[cH:35][cH:36][cH:37][cH:38][cH:39]1>>[Br:1][c:2]1[cH:3][c:4]([CH:9]([C:10]([CH3:11])([CH3:12])[F:40])[CH:14]2[CH2:15][N:16]([CH:18]([c:19]3[cH:20][c:21]([C:22]#[N:23])[cH:24][cH:25][cH:26]3)[c:27]3[cH:28][cH:29][c:30]([Cl:33])[cH:31][cH:32]3)[CH2:17]2)[cH:5][c:6]([F:8])[cH:7]1.